This data is from the Open Reaction Database (ORD), a public repository of structured organic reaction records. The task is: describe an organic reaction: reactants, conditions, products, and yield Starting materials: O=C([O-])[O-], FC(F)(F)c1ccc(Cl)nc1, Cn1nnc(-c2ccccc2F)c1-c1c[nH]cn1, [K+], [K+], CN(C)C=O, O. The product is Cn1nnc(-c2ccccc2F)c1-c1cn(-c2ccc(C(F)(F)F)cn2)cn1. RXN SMILES: [C:30](=[O:31])([O-:32])[O-:33].[Cl:19][c:20]1[n:21][cH:22][c:23]([C:26]([F:27])([F:28])[F:29])[cH:24][cH:25]1.[F:1][c:2]1[c:3](-[c:8]2[n:9][n:10][n:11]([CH3:18])[c:12]2-[c:13]2[n:14][cH:15][nH:16][cH:17]2)[cH:4][cH:5][cH:6][cH:7]1.[K+:34].[K+:35].[O:37]=[CH:38][N:39]([CH3:40])[CH3:41].[OH2:36]>>[F:1][c:2]1[c:3](-[c:8]2[n:9][n:10][n:11]([CH3:18])[c:12]2-[c:13]2[n:14][cH:15][n:16](-[c:20]3[n:21][cH:22][c:23]([C:26]([F:27])([F:28])[F:29])[cH:24][cH:25]3)[cH:17]2)[cH:4][cH:5][cH:6][cH:7]1. Product: OC1(c2ccccc2F)CCC2(CC1)OCCO2. Reaction SMILES: [C:25](=[O:26])([OH:27])[O-:28].[CH2:14]1[CH2:15][O:16][C:17]2([CH2:18][CH2:19][C:20](=[O:23])[CH2:21][CH2:22]2)[O:24]1.[CH2:30]1[O:31][CH2:32][CH2:33][CH2:34]1.[CH2:9]([Li:10])[CH2:11][CH2:12][CH3:13].[F:1][c:2]1[c:3]([I:8])[cH:4][cH:5][cH:6][cH:7]1.[Na+:29]>>[F:1][c:2]1[c:3]([C:20]2([OH:23])[CH2:19][CH2:18][C:17]3([O:16][CH2:15][CH2:14][O:24]3)[CH2:22][CH2:21]2)[cH:4][cH:5][cH:6][cH:7]1. Reactants: O=C([O-])O, O=C1CCC2(CC1)OCCO2, C1CCOC1, [Li]CCCC, Fc1ccccc1I, [Na+]. Reactants: C(C)(C)NC(C)C (diisopropylamine), ice, CN(C1(CCC(CC1)=O)C1=CC=C(C=C1)C)C (4-dimethylamino-4-(p-tolyl)cyclohexanone), CI (methyl iodide), C(CCC)[Li] (butyllithium), C(C)C1C(CCC(C1)(C1=CC=C(C=C1)C)N(C)C)=O (2-ethyl-4-dimethylamino-4-(p-tolyl)cyclohexanone). Run in C(Cl)(Cl)Cl (chloroform), O1CCCC1 (tetrahydrofuran), O1CCCC1 (tetrahydrofuran), CCCCC (pentane), CO (methanol), O (water), C1=CC=CC=C1 (benzene). Run at temperature 25 celsius, time 45 minute. Yields the product CC1C(CCC(C1)(C1=CC=C(C=C1)C)N(C)C)=O (2-methyl-4-dimethylamino-4-(p-tolyl)cyclohexanone). The yield is 39.0%. Reaction SMILES: C(NC(C)C)(C)C.C([Li])CCC.CN(C)C1(C2C=CC(C)=CC=2)CCC(=O)CC1.CI.[CH2:32]([CH:34]1[CH2:39][C:38]([N:47]([CH3:49])[CH3:48])([C:40]2[CH:45]=[CH:44][C:43]([CH3:46])=[CH:42][CH:41]=2)[CH2:37][CH2:36][C:35]1=[O:50])C>CCCCC.O.C1C=CC=CC=1.C(Cl)(Cl)Cl.CO.O1CCCC1>[CH3:32][CH:34]1[CH2:39][C:38]([N:47]([CH3:48])[CH3:49])([C:40]2[CH:41]=[CH:42][C:43]([CH3:46])=[CH:44][CH:45]=2)[CH2:37][CH2:36][C:35]1=[O:50]. Procedure details: A solution consisting of 1.02 gm. (0.010 mole) diisopropylamine in 20 ml. tetrahydrofuran was chilled in an ice:methanol bath before 6 ml. of 1.68 N butyllithium in pentane is added. To this mixture is then added a solution consisting of 2.31 gm. (0.010 mole) of 4-dimethylamino-4-(p-tolyl)cyclohexanone (prepared in Example 14) and 40 ml. tetrahydrofuran. Five minutes later, 2.82 gm. methyl iodide is added, and the mixture is stirred for 45 min. in the cold. It is allowed to warm to 25° C. and st... Reactants: O=C1C(Br)=CC(Br)(Br)C=C1Br, CN(Cc1ccccc1)c1ccccc1, ClCCl. Product: CN(Cc1ccccc1)c1ccc(Br)cc1. RXN SMILES: [Br:16][C:17]1=[CH:26][C:23]([Br:24])([Br:25])[CH:22]=[C:20]([Br:21])[C:18]1=[O:19].[CH2:1]([c:2]1[cH:3][cH:4][cH:5][cH:6][cH:7]1)[N:8]([CH3:9])[c:10]1[cH:11][cH:12][cH:13][cH:14][cH:15]1.[Cl:27][CH2:28][Cl:29]>>[CH2:1]([c:2]1[cH:3][cH:4][cH:5][cH:6][cH:7]1)[N:8]([CH3:9])[c:10]1[cH:11][cH:12][c:13]([Br:16])[cH:14][cH:15]1.